This data is from the Open Reaction Database (ORD), a public repository of structured organic reaction records. The task is: describe an organic reaction: reactants, conditions, products, and yield Starting materials: ClC=1C=C(C=CC1Cl)C(C(=O)OCC)=C (ethyl 2-(3,4-dichlorophenyl)acrylate), Cl.C(C)OC(CCN)=O (β-alanine ethyl ester monohydrochloride), O (water). Solvent: C(C)N(CC)CC (triethylamine). Reaction conditions: time 14 hour. Product: C(C)OC(CCNCC(C(=O)OCC)C1=CC(=C(C=C1)Cl)Cl)=O (N-[2-(3,4-dichlorophenyl)-3-ethoxy-3-oxopropyl]-β-alanine ethyl ester). The yield is 52.4%. As a reaction SMILES: [Cl:1][C:2]1[CH:3]=[C:4]([C:9](=[CH2:15])[C:10]([O:12][CH2:13][CH3:14])=[O:11])[CH:5]=[CH:6][C:7]=1[Cl:8].Cl.[CH2:17]([O:19][C:20](=[O:24])[CH2:21][CH2:22][NH2:23])[CH3:18].O>C(N(CC)CC)C>[CH2:17]([O:19][C:20](=[O:24])[CH2:21][CH2:22][NH:23][CH2:15][CH:9]([C:4]1[CH:5]=[CH:6][C:7]([Cl:8])=[C:2]([Cl:1])[CH:3]=1)[C:10]([O:12][CH2:13][CH3:14])=[O:11])[CH3:18] |f:1.2|. Reported procedure: To a solution of the compound (38.1 g) obtained in step 1 in triethylamine (20.4 mL) was added β-alanine ethyl ester monohydrochloride (22.5 g), and the mixture was stirred at room temperature for 14 hr. The reaction mixture was poured into water, and the resultant product was extracted with diethyl ether. The organic layer was washed with brine and dried, and the solvent was evaporated under reduced pressure to give N-[2-(3,4-dichlorophenyl)-3-ethoxy-3-oxopropyl]-β-alanine ethyl ester (27.8 g, ... Product: [Na+].[Na+].NC1=CC=C(C=2C=CC=C(C12)S(=O)(=O)[O-])S(=O)(=O)[O-] (4-amino-1,5-naphthalenedisulfonic acid disodium salt). Reaction SMILES: [NH2:1][C:2]1[C:11]2[C:10]([S:12]([OH:15])(=[O:14])=[O:13])=[CH:9][CH:8]=[CH:7][C:6]=2[C:5]([S:16]([OH:19])(=[O:18])=[O:17])=[CH:4][CH:3]=1.[OH-].[Na+:21].CCCCOCCO>O>[Na+:21].[Na+:21].[NH2:1][C:2]1[C:11]2[C:10]([S:12]([O-:15])(=[O:14])=[O:13])=[CH:9][CH:8]=[CH:7][C:6]=2[C:5]([S:16]([O-:19])(=[O:18])=[O:17])=[CH:4][CH:3]=1 |f:1.2,5.6.7|. The solvent is O (water). Starting materials: NC1=CC=C(C=2C=CC=C(C12)S(=O)(=O)O)S(=O)(=O)O (4-amino-1,5-naphthalenedisulfonic acid), [OH-].[Na+] (sodium hydroxide), CCCCOCCO (ether alcohol). Reported procedure: A 14.0 g amount of 4-amino-1,5-naphthalenedisulfonic acid is suspended in 100 ml of water and the solution is made basic with 5 N sodium hydroxide. The solution is warmed and absolute ether alcohol is added until a solid is precipitated. The solid is collected by filtration and is washed with 85% aqueous ethyl alcohol, ethyl alcohol and ether, then dried in vacuo to yield 12.0 g of 4-amino-1,5-naphthalenedisulfonic acid disodium salt. The reactants are C1(CCCCC1)C=1C2=CC=C(C=C2N2CSC3=C(C12)C=CC=C3)C(=O)OC (methyl 11-cyclohexyl-5-thia-6a-azabenzo[a]fluorene-8-carboxylate), [OH-].[Na+] (sodium hydroxide), Cl (Hydrochloric acid). The solvent is O1CCCC1 (tetrahydrofuran), CO (methanol). Reaction conditions: time 15 hour. The product is C1(CCCCC1)C=1C2=CC=C(C=C2N2CSC3=C(C12)C=CC=C3)C(=O)O (11-cyclohexyl-5-thia-6a-azabenzo[a]fluorene-8-carboxylic acid). Isolated yield 33.9%. RXN SMILES: [CH:1]1([C:7]2[C:8]3[C:13]([N:14]4[C:19]=2[C:18]2[CH:20]=[CH:21][CH:22]=[CH:23][C:17]=2[S:16][CH2:15]4)=[CH:12][C:11]([C:24]([O:26]C)=[O:25])=[CH:10][CH:9]=3)[CH2:6][CH2:5][CH2:4][CH2:3][CH2:2]1.[OH-].[Na+].Cl>O1CCCC1.CO>[CH:1]1([C:7]2[C:8]3[C:13]([N:14]4[C:19]=2[C:18]2[CH:20]=[CH:21][CH:22]=[CH:23][C:17]=2[S:16][CH2:15]4)=[CH:12][C:11]([C:24]([OH:26])=[O:25])=[CH:10][CH:9]=3)[CH2:2][CH2:3][CH2:4][CH2:5][CH2:6]1 |f:1.2|. Procedure: To a solution of methyl 11-cyclohexyl-5-thia-6a-azabenzo[a]fluorene-8-carboxylate (100 mg, 0.26 mmol) in tetrahydrofuran (2 ml) and methanol (2 ml) was added 4N aqueous sodium hydroxide solution (2 ml), and the mixture was stirred at room temperature for 15 hr. 2N Hydrochloric acid was added to the reaction mixture, and the mixture was extracted with ethyl acetate. The organic layer was successively washed with water and saturated brine and dried over anhydrous sodium sulfate. After filtration, ... Reactants: [H-].[Na+] (sodium hydride), COC(C(C1=CC=C(C=C1)O)=O)=O (4-hydroxy-alpha-oxobenzeneacetic acid methyl ester), ClCC=CC1=CC=C(C=C1)F (1-(3-chloro-1-propenyl)-4-fluorobenzene). The solvent is CN(C=O)C (dimethylformamide). Reaction conditions: temperature 60 celsius, time 15 minute. The product is COC(C(C1=CC=C(C=C1)OC\C=C\C1=CC=C(C=C1)F)=O)=O ((E)-4-[[3-(4-fluorophenyl)-2-propenyl]oxy]-alpha-oxobenzeneacetic acid methyl ester). Yield: 71.3%. As a reaction SMILES: [CH3:1][O:2][C:3](=[O:13])[C:4](=[O:12])[C:5]1[CH:10]=[CH:9][C:8]([OH:11])=[CH:7][CH:6]=1.[H-].[Na+].Cl[CH2:17][CH:18]=[CH:19][C:20]1[CH:25]=[CH:24][C:23]([F:26])=[CH:22][CH:21]=1>CN(C)C=O>[CH3:1][O:2][C:3](=[O:13])[C:4](=[O:12])[C:5]1[CH:10]=[CH:9][C:8]([O:11][CH2:17]/[CH:18]=[CH:19]/[C:20]2[CH:25]=[CH:24][C:23]([F:26])=[CH:22][CH:21]=2)=[CH:7][CH:6]=1 |f:1.2|. Reported procedure: A stirred mixture of 4-hydroxy-alpha-oxobenzeneacetic acid methyl ester (0.724 g) in dimethylformamide (10 mL) under argon was treated with 55% sodium hydride (0.175 g), stirred for 15 minutes and treated with 1-(3-chloro-1-propenyl)-4-fluorobenzene (0.85 g). The mixture was heated at 60° C. overnight and worked up as in Example 20. Crystallization from diethyl ether-hexane provided 0.9 g of (E)-4-[[3-(4-fluorophenyl)-2-propenyl]oxy]-alpha-oxobenzeneacetic acid methyl ester, mp 84°-85° C. Starting materials: O=C([O-])[O-], CN(C)C=O, CCCC1(CC=C(C)Cl)Cc2cc(O)c(Cl)c(Cl)c2C1=O, O=S(=O)(Cl)C(F)(F)F, [K+], [K+]. Product: CCCC1(CC=C(C)Cl)Cc2cc(OS(=O)(=O)C(F)(F)F)c(Cl)c(Cl)c2C1=O. RXN SMILES: [C:22](=[O:23])([O-:24])[O-:25].[CH3:36][N:37]([CH3:38])[CH:39]=[O:40].[Cl:1][c:2]1[c:3]([OH:21])[cH:4][c:5]2[c:9]([c:10]1[Cl:11])[C:8](=[O:12])[C:7]([CH2:13][CH2:14][CH3:15])([CH2:16][CH:17]=[C:18]([CH3:19])[Cl:20])[CH2:6]2.[F:28][C:29]([S:30](=[O:31])(=[O:32])[Cl:33])([F:34])[F:35].[K+:26].[K+:27]>>[Cl:1][c:2]1[c:3]([O:21][S:30]([C:29]([F:28])([F:34])[F:35])(=[O:31])=[O:32])[cH:4][c:5]2[c:9]([c:10]1[Cl:11])[C:8](=[O:12])[C:7]([CH2:13][CH2:14][CH3:15])([CH2:16][CH:17]=[C:18]([CH3:19])[Cl:20])[CH2:6]2. As a reaction SMILES: [CH3:27][CH2:28][O:29][C:30]([CH3:31])=[O:32].[CH:17]([N:18]([CH2:19][CH3:20])[CH:21]([CH3:22])[CH3:23])([CH3:24])[CH3:25].[Cl:1][c:2]1[n:3][c:4]2[cH:5][c:6]([C:13](=[O:14])[O:15][CH3:16])[cH:7][cH:8][c:9]2[c:10]([Cl:12])[n:11]1.[OH2:26]>>[Cl:1][c:2]1[n:3][c:4]2[cH:5][c:6]([C:13](=[O:14])[O:15][CH3:16])[cH:7][cH:8][c:9]2[cH:10][n:11]1. Reactants: CCOC(C)=O, CCN(C(C)C)C(C)C, COC(=O)c1ccc2c(Cl)nc(Cl)nc2c1, O. Yields the product COC(=O)c1ccc2cnc(Cl)nc2c1. Starting materials: CS(=O)(=O)OCCCC1=CNC2=CC=C(C=C12)C#N (3-(5-cyano-1H-indol-3-yl)propyl methanesulfonate), COC=1C(=NC=NC1)N1CCNCC1 ((5-methoxy-4-pyrimidinyl)piperazine), C(C)(C)N(C(C)C)CC (N,N-diisopropylethylamine). The solvent is C(C)#N (acetonitrile), C(Cl)(Cl)Cl (chloroform). The product is C(#N)C=1C=C2C(=CNC2=CC1)CCCN1CCN(CC1)C1=NC=NC=C1OC (1-[3-(5-cyano-1H-indol-3-yl) propyl]-4-(5-methoxy-4-pyrimidinyl)piperazine). Isolated yield 42.4%. As a reaction SMILES: CS(O[CH2:6][CH2:7][CH2:8][C:9]1[C:17]2[C:12](=[CH:13][CH:14]=[C:15]([C:18]#[N:19])[CH:16]=2)[NH:11][CH:10]=1)(=O)=O.[CH3:20][O:21][C:22]1[C:23]([N:28]2[CH2:33][CH2:32][NH:31][CH2:30][CH2:29]2)=[N:24][CH:25]=[N:26][CH:27]=1.C(N(CC)C(C)C)(C)C>C(#N)C.C(Cl)(Cl)Cl>[C:18]([C:15]1[CH:16]=[C:17]2[C:12](=[CH:13][CH:14]=1)[NH:11][CH:10]=[C:9]2[CH2:8][CH2:7][CH2:6][N:31]1[CH2:32][CH2:33][N:28]([C:23]2[C:22]([O:21][CH3:20])=[CH:27][N:26]=[CH:25][N:24]=2)[CH2:29][CH2:30]1)#[N:19]. Procedure: To a solution of 3-(5-cyano-1H-indol-3-yl)propyl methanesulfonate (2.35 mmol, 1.0 equiv.) in 25 mL of anhydrous acetonitrile was added 0.874 g (4.5 mmol, 1.5 equiv.) of (5-methoxy-4-pyrimidinyl)piperazine and 1.0 mL of N,N-diisopropylethylamine. The mixture was heated to reflux for thirteen hours. The solution was cooled, diluted with 100 mL of chloroform and washed once with 20 mL of 10% aqueous sodium carbonate. The organic layer was separated, dried over anhydrous sodium sulfate, filtered and... The reactants are O, O=c1c2ccccc2c(O)nn1-c1cccc(C(F)(F)F)c1, O=P(Br)(Br)Br. Yields the product O=c1c2ccccc2c(Br)nn1-c1cccc(C(F)(F)F)c1. As a reaction SMILES: [OH2:28].[OH:1][c:2]1[n:3][n:4](-[c:13]2[cH:14][c:15]([C:19]([F:20])([F:21])[F:22])[cH:16][cH:17][cH:18]2)[c:5](=[O:12])[c:6]2[cH:7][cH:8][cH:9][cH:10][c:11]12.[P:23]([Br:24])([Br:25])([Br:26])=[O:27]>>[c:2]1([Br:25])[n:3][n:4](-[c:13]2[cH:14][c:15]([C:19]([F:20])([F:21])[F:22])[cH:16][cH:17][cH:18]2)[c:5](=[O:12])[c:6]2[cH:7][cH:8][cH:9][cH:10][c:11]12. The reactants are CCCc1c(Cl)c2cc(Br)ccc2oc1=O, CCCCNC, CN(C)C=O. The product is CCCCN(C)c1c(CCC)c(=O)oc2ccc(Br)cc12. As a reaction SMILES: [Br:1][c:2]1[cH:3][cH:4][c:5]2[c:6]([c:7]([Cl:15])[c:8]([CH2:12][CH2:13][CH3:14])[c:9](=[O:11])[o:10]2)[cH:16]1.[CH3:17][CH2:18][CH2:19][CH2:20][NH:21][CH3:22].[CH3:23][N:24]([CH3:25])[CH:26]=[O:27]>>[Br:1][c:2]1[cH:3][cH:4][c:5]2[c:6]([c:7]([N:21]([CH2:20][CH2:19][CH2:18][CH3:17])[CH3:22])[c:8]([CH2:12][CH2:13][CH3:14])[c:9](=[O:11])[o:10]2)[cH:16]1. Reactants: ClC1=CC(=C(C=C1)NC(OC(C)(C)C)=O)[N+](=O)[O-] (tert-butyl 4-chloro-2-nitrophenylcarbamate). Reagents/catalysts: [Zn] (zinc). Yields the product NC1=C(C=CC(=C1)Cl)NC(OC(C)(C)C)=O (Tert-butyl 2-amino-4-chlorophenylcarbamate), solid. Yield: 85.0%. Reaction SMILES: [Cl:1][C:2]1[CH:7]=[CH:6][C:5]([NH:8][C:9](=[O:15])[O:10][C:11]([CH3:14])([CH3:13])[CH3:12])=[C:4]([N+:16]([O-])=O)[CH:3]=1>[Zn]>[NH2:16][C:4]1[CH:3]=[C:2]([Cl:1])[CH:7]=[CH:6][C:5]=1[NH:8][C:9](=[O:15])[O:10][C:11]([CH3:13])([CH3:12])[CH3:14]. Procedure details: The title compound was prepared from the tert-butyl 4-chloro-2-nitrophenylcarbamate (Example A5; 3 mmol) by reduction with zinc according to the general procedure B. Obtained as a yellow solid (85%), MS (EI) 243 [(M+1)+].